Dataset: the Open Reaction Database (ORD), a public repository of structured organic reaction records. Task: describe an organic reaction: reactants, conditions, products, and yield Reactants: C(CC)C1=CC=C(N1)C=O (5-n-propyl-2-pyrrolaldehyde), BrCC1=CC=C(C=C1)C1=C(C=CC=C1)C1=NN=NN1C(C1=CC=CC=C1)(C1=CC=CC=C1)C1=CC=CC=C1 (4′-bromomethyl-2-(1-triphenylmethyltetrazol-5-yl)-biphenyl). Yields the product C(CC)C1=CC=C(N1CC1=CC=C(C=C1)C1=C(C=CC=C1)C1=NN=NN1C(C1=CC=CC=C1)(C1=CC=CC=C1)C1=CC=CC=C1)C=O (5-n-Propyl-1-[2′-(1-triphenylmethyltetrazol-5-yl)biphenyl-4-yl-methyl]-2-pyrrolaldehyde). Yield: 78.0%. Reaction SMILES: [CH2:1]([C:4]1[NH:8][C:7]([CH:9]=[O:10])=[CH:6][CH:5]=1)[CH2:2][CH3:3].Br[CH2:12][C:13]1[CH:18]=[CH:17][C:16]([C:19]2[CH:24]=[CH:23][CH:22]=[CH:21][C:20]=2[C:25]2[N:29]([C:30]([C:43]3[CH:48]=[CH:47][CH:46]=[CH:45][CH:44]=3)([C:37]3[CH:42]=[CH:41][CH:40]=[CH:39][CH:38]=3)[C:31]3[CH:36]=[CH:35][CH:34]=[CH:33][CH:32]=3)[N:28]=[N:27][N:26]=2)=[CH:15][CH:14]=1>>[CH2:1]([C:4]1[N:8]([CH2:12][C:13]2[CH:14]=[CH:15][C:16]([C:19]3[CH:24]=[CH:23][CH:22]=[CH:21][C:20]=3[C:25]3[N:29]([C:30]([C:43]4[CH:48]=[CH:47][CH:46]=[CH:45][CH:44]=4)([C:37]4[CH:38]=[CH:39][CH:40]=[CH:41][CH:42]=4)[C:31]4[CH:36]=[CH:35][CH:34]=[CH:33][CH:32]=4)[N:28]=[N:27][N:26]=3)=[CH:17][CH:18]=2)[C:7]([CH:9]=[O:10])=[CH:6][CH:5]=1)[CH2:2][CH3:3]. Procedure details: This compound was prepared using the same procedure as in Example 1. 3.9 g of 5-n-propyl-2-pyrrolaldehyde (0.031 moles) and 15 g of 4′-bromomethyl-2-(1-triphenylmethyltetrazol-5-yl)-biphenyl (0.031 moles) yield 15 g of product which are used in the subsequent step. Formula: C41H35N5O (m.w. 613.76). Yield 78%. Starting materials: C(=O)C=1NC2=CC=C(C=C2C1)C#N (2-Formyl-1H-indole-5-carbonitrile), C1(=CC=CC=C1)P(C1=CC=CC=C1)(C1=CC=CC=C1)=CC(=O)OCC (Ethyl (triphenyl-λ5-phosphanylidene)acetate). Solvent: C(C)#N (acetonitrile). Reaction conditions: temperature 60 celsius, time 1 hour. Product: C(#N)C=1C=C2C=C(NC2=CC1)/C=C/C(=O)OCC (Ethyl (2E)-3-(5-cyano-1H-indol-2-yl)-2-propenoate). Yield: 70.8%. RXN SMILES: [CH:1]([C:3]1[NH:4][C:5]2[C:10]([CH:11]=1)=[CH:9][C:8]([C:12]#[N:13])=[CH:7][CH:6]=2)=O.C1(P(=[CH:33][C:34]([O:36][CH2:37][CH3:38])=[O:35])(C2C=CC=CC=2)C2C=CC=CC=2)C=CC=CC=1>C(#N)C>[C:12]([C:8]1[CH:9]=[C:10]2[C:5](=[CH:6][CH:7]=1)[NH:4][C:3](/[CH:1]=[CH:33]/[C:34]([O:36][CH2:37][CH3:38])=[O:35])=[CH:11]2)#[N:13]. Procedure details: 2-Formyl-1H-indole-5-carbonitrile (D28) (230 mg) was dissolved in acetonitrile (50 mL). Ethyl (triphenyl-λ5-phosphanylidene)acetate (522 mg) was added to the solution. The reaction was heated to 60° C. and was stirred at 60° C. for 1 hour. The reaction mixture was concentrated. The residue was purified by Biotage (25%→33% EtOAc in hexane) to afford ethyl (2E)-3-(5-cyano-1H-indol-2-yl)-2-propenoate (D29) (230 mg) as a white solid. MS (ES): C14H12N2O2 requires 240; found 239.1 (M−H+). The reactants are CC1=CC=C(C=C1)C=1C(=CC=CC1)C(=O)NC1=CC=C(C(=O)N(C2=C(C=CC=C2)OCCCO)C)C=C1 (4-(4′-methylbiphenyl-2-carboxamido)-N-methyl-N-[2-(3-hydroxypropoxy)phenyl]benzamide), C1(=CC=CC=C1)P(C1=CC=CC=C1)C1=CC=CC=C1 (triphenylphosphine), C(Br)(Br)(Br)Br (carbon tetrabromide), crude material, CO (methanol). Solvent: C(Cl)(Cl)Cl (chloroform), ClCCl (dichloromethane), C(C)(=O)OCC (ethyl acetate). Run at time 2 hour. Product: CC1=CC=C(C=C1)C=1C(=CC=CC1)C(=O)NC1=CC=C(C(=O)N(C2=C(C=CC=C2)OCCCBr)C)C=C1 (4-(4′-methylbiphenyl-2-carboxamido)-N-methyl-N-[2-(3-bromopropoxy)phenyl]benzamide). Yield: 92.1%. RXN SMILES: [CH3:1][C:2]1[CH:7]=[CH:6][C:5]([C:8]2[C:9]([C:14]([NH:16][C:17]3[CH:37]=[CH:36][C:20]([C:21]([N:23]([CH3:35])[C:24]4[CH:29]=[CH:28][CH:27]=[CH:26][C:25]=4[O:30][CH2:31][CH2:32][CH2:33]O)=[O:22])=[CH:19][CH:18]=3)=[O:15])=[CH:10][CH:11]=[CH:12][CH:13]=2)=[CH:4][CH:3]=1.C1(P(C2C=CC=CC=2)C2C=CC=CC=2)C=CC=CC=1.C(Br)(Br)(Br)[Br:58].CO>ClCCl.C(OCC)(=O)C.C(Cl)(Cl)Cl>[CH3:1][C:2]1[CH:7]=[CH:6][C:5]([C:8]2[C:9]([C:14]([NH:16][C:17]3[CH:37]=[CH:36][C:20]([C:21]([N:23]([CH3:35])[C:24]4[CH:29]=[CH:28][CH:27]=[CH:26][C:25]=4[O:30][CH2:31][CH2:32][CH2:33][Br:58])=[O:22])=[CH:19][CH:18]=3)=[O:15])=[CH:10][CH:11]=[CH:12][CH:13]=2)=[CH:4][CH:3]=1. Reported procedure: To a solution of 4-(4′-methylbiphenyl-2-carboxamido)-N-methyl-N-[2-(3-hydroxypropoxy)phenyl]benzamide (520 mg) in dichloromethane (20 ml) was added triphenylphosphine (827 mg) and carbon tetrabromide (1.39 g) at ambient temperature. The mixture was stirred for 2 hours and diluted with ethyl acetate and washed successively with saturated sodium hydrogen carbonate and brine, and dried over magnesium sulfate. The solid was removed and the solvent was removed by evaporation to give crude product. Th... The reactants are CCOC(=O)c1c(-c2cccc(C)c2)csc1N1C(=O)c2ccccc2C1=O, CO, Cl, [Na+], [OH-], O. The product is Cc1cccc(-c2csc(N3C(=O)c4ccccc4C3=O)c2C(=O)O)c1. Reaction SMILES: [CH2:5]([CH3:6])[O:7][C:8](=[O:9])[c:10]1[c:11]([N:22]2[C:23](=[O:32])[c:24]3[cH:25][cH:26][cH:27][cH:28][c:29]3[C:30]2=[O:31])[s:12][cH:13][c:14]1-[c:15]1[cH:16][c:17]([CH3:21])[cH:18][cH:19][cH:20]1.[CH3:3][OH:4].[ClH:33].[Na+:2].[OH-:1].[OH2:34]>>[O:7]=[C:8]([OH:9])[c:10]1[c:11]([N:22]2[C:23](=[O:32])[c:24]3[cH:25][cH:26][cH:27][cH:28][c:29]3[C:30]2=[O:31])[s:12][cH:13][c:14]1-[c:15]1[cH:16][c:17]([CH3:21])[cH:18][cH:19][cH:20]1. Reactants: O (water), C1(=CCCC1)OC(CO)OC1=CCCC1 (dicyclopentenyloxyethyl alcohol), C(C(=C)C)(=O)OC (methyl methacrylate), O (water), O (water). The reagents and catalysts are [OH-].[Li+] (lithium hydroxide), COC1=CC=C(O)C=C1 (hydroquinone monomethyl ether). Run in CO (methanol). The product is C(C(=C)C)(=O)OCC(OC1=CCCC1)OC1=CCCC1 (dicyclopentenyloxyethyl methacrylate). Yield: 84.7%. RXN SMILES: [C:1]1([O:6][CH:7]([O:10][C:11]2[CH2:15][CH2:14][CH2:13][CH:12]=2)[CH2:8][OH:9])[CH2:5][CH2:4][CH2:3][CH:2]=1.[C:16](OC)(=[O:20])[C:17]([CH3:19])=[CH2:18].O>[OH-].[Li+].COC1C=CC(O)=CC=1.CO>[C:16]([O:9][CH2:8][CH:7]([O:6][C:1]1[CH2:5][CH2:4][CH2:3][CH:2]=1)[O:10][C:11]1[CH2:15][CH2:14][CH2:13][CH:12]=1)(=[O:20])[C:17]([CH3:19])=[CH2:18] |f:3.4|. Procedure: In a 3000-liter reactor equipped with a stirrer, a thermometer, an air introducing pipe, a distillation column and a reflux condenser, 776 kg (4 kmoles) of dicyclopentenyloxyethyl alcohol, and 1200 kg (12 kmoles) of methyl methacrylate were placed and mixed well with stirring. The water content of the resulting mixture was 800 ppm. The water content was measured by using a Karl Fischer type digital microamount water content measuring device (mfd. by Mitsubishi Chemical Industries Ltd.). Subseque... Starting materials: C(C)OC(=O)C=C(CCC=C(CCC=C(CCC=C(C(=O)O)C)C)C)C (15-ethoxycarbonyl-2,6,10,14-tetramethyl-2,6,10,14-pentadecatetraenoic acid), CNC (dimethylamine). The product is C(C)OC(=O)C=C(CCC=C(CCC=C(CCC=C(C(=O)N(C)C)C)C)C)C (N-(15-ethoxycarbonyl-2,6,10,14-tetramethyl-2,6,10,14-pentadecatetraenoyl)dimethylamine). RXN SMILES: [CH2:1]([O:3][C:4]([CH:6]=[C:7]([CH3:26])[CH2:8][CH2:9][CH:10]=[C:11]([CH3:25])[CH2:12][CH2:13][CH:14]=[C:15]([CH3:24])[CH2:16][CH2:17][CH:18]=[C:19]([CH3:23])[C:20](O)=[O:21])=[O:5])[CH3:2].[CH3:27][NH:28][CH3:29]>>[CH2:1]([O:3][C:4]([CH:6]=[C:7]([CH3:26])[CH2:8][CH2:9][CH:10]=[C:11]([CH3:25])[CH2:12][CH2:13][CH:14]=[C:15]([CH3:24])[CH2:16][CH2:17][CH:18]=[C:19]([CH3:23])[C:20]([N:28]([CH3:29])[CH3:27])=[O:21])=[O:5])[CH3:2]. Reported procedure: Starting materials: 15-ethoxycarbonyl-2,6,10,14-tetramethyl-2,6,10,14-pentadecatetraenoic acid and aqueous dimethylamine solution.